This data is from the Open Reaction Database (ORD), a public repository of structured organic reaction records. The task is: describe an organic reaction: reactants, conditions, products, and yield The reactants are C(C)(C)(C)C1CCC(CC1)C(=O)O (4-tert-butylcyclohexane carboxylic acid), mixture, B2H6. RXN SMILES: [C:1]([CH:5]1[CH2:10][CH2:9][CH:8]([C:11](O)=[O:12])[CH2:7][CH2:6]1)([CH3:4])([CH3:3])[CH3:2].[H]1[BH2][H][BH2]1>C1COCC1>[CH3:4][C:1]([CH:5]1[CH2:6][CH2:7][CH:8]([CH2:11][OH:12])[CH2:9][CH2:10]1)([CH3:2])[CH3:3]. Yield: 99.0%. Yields the product CC(C)(C)C1CCC(CC1)CO (4-(1,1-dimethylethyl)cyclohexanemethanol). Conditions: temperature 0 celsius, time 2 hour. Procedure details: To a solution of 4-tert-butylcyclohexane carboxylic acid (10.0 g, 54.3 mmol of a mixture of cis and trans isomers) in anhydrous THF (distilled over Na/benzophenone) (44 mL) at 0° C., under argon were added dropwise B2H6 in THF (66.5 mL of 0.98M, 65.2 mmol). The reaction mixture was stirred at 0° C. for 2 hrs and then placed in the freezer overnight. The reaction was quenched by addition of saturated NaCl solution (50 mL) and was concentrated. The aqueous residue was extracted with EtOAc (3×200 m... Run in C1CCOC1 (THF), C1CCOC1 (THF). Product: FC1=C(C=CC=C1)C1=NC2=CC=CC=C2C(=C1C)NC1=C(C=CC(=C1)C=1C=NC=CC1)N1CCOCC1 (2-(2-Fluorophenyl)-3-methyl-N-(2-(4-morpholinyl)-5-(3-pyridinyl)phenyl)-4-quinolinamine). Reported procedure: Prepared according to general Procedure K using 4-chloro-2-(2-fluorophenyl)-3-methylquinoline (64 mg, 0.23 mmol), 2-morpholino-5-(pyridin-3-yl)aniline (60 mg, 0.23 mmol) and a 4.0M solution of HCl in dioxane (0.06 mL, 0.23 mmol) in NMP (1.0 mL) and heating in the microwave for 2 h at 150° C. After purification 2-(2-fluorophenyl)-3-methyl-N-(2-(4-morpholinyl)-5-(3-pyridinyl)phenyl)-4-quinolinamine was obtained. 1H NMR (400 MHz, chloroform-d) δ ppm 8.49 (1H, dd, J=4.7, 1.6 Hz), 8.19 (1H, d, J=8.2 ... Starting materials: ClC1=C(C(=NC2=CC=CC=C12)C1=C(C=CC=C1)F)C (4-chloro-2-(2-fluorophenyl)-3-methylquinoline), O1CCN(CC1)C1=C(N)C=C(C=C1)C=1C=NC=CC1 (2-morpholino-5-(pyridin-3-yl)aniline), solution, Cl (HCl), O1CCOCC1 (dioxane). As a reaction SMILES: Cl[C:2]1[C:11]2[C:6](=[CH:7][CH:8]=[CH:9][CH:10]=2)[N:5]=[C:4]([C:12]2[CH:17]=[CH:16][CH:15]=[CH:14][C:13]=2[F:18])[C:3]=1[CH3:19].[O:20]1[CH2:25][CH2:24][N:23]([C:26]2[CH:32]=[CH:31][C:30]([C:33]3[CH:34]=[N:35][CH:36]=[CH:37][CH:38]=3)=[CH:29][C:27]=2[NH2:28])[CH2:22][CH2:21]1.Cl.O1CCOCC1>CN1C(=O)CCC1>[F:18][C:13]1[CH:14]=[CH:15][CH:16]=[CH:17][C:12]=1[C:4]1[C:3]([CH3:19])=[C:2]([NH:28][C:27]2[CH:29]=[C:30]([C:33]3[CH:34]=[N:35][CH:36]=[CH:37][CH:38]=3)[CH:31]=[CH:32][C:26]=2[N:23]2[CH2:24][CH2:25][O:20][CH2:21][CH2:22]2)[C:11]2[C:6](=[CH:7][CH:8]=[CH:9][CH:10]=2)[N:5]=1. Run in CN1CCCC1=O (NMP). Reactants: C1CCOC1.C(C)O (THF ethanol), CC1=C(C=C(C=C1)[N+](=O)[O-])CC(=O)OCC1=CC=CC=C1 (benzyl 2-(2-methyl-5-nitrophenyl)acetate), [Cl-].[NH4+] (ammonium chloride). Reagents/catalysts: [Zn] (zinc). Solvent: C(C)(=O)OCC (ethyl acetate), [Cl-].[Na+].O (brine). Reaction conditions: time 4 hour. Product: NC=1C=CC(=C(C1)CC(=O)OCC1=CC=CC=C1)C (benzyl 2-(5-amino-2-methylphenyl)acetate). As a reaction SMILES: C1COCC1.C(O)C.[CH3:9][C:10]1[CH:15]=[CH:14][C:13]([N+:16]([O-])=O)=[CH:12][C:11]=1[CH2:19][C:20]([O:22][CH2:23][C:24]1[CH:29]=[CH:28][CH:27]=[CH:26][CH:25]=1)=[O:21].[Cl-].[NH4+]>C(OCC)(=O)C.[Cl-].[Na+].O.[Zn]>[NH2:16][C:13]1[CH:14]=[CH:15][C:10]([CH3:9])=[C:11]([CH2:19][C:20]([O:22][CH2:23][C:24]2[CH:25]=[CH:26][CH:27]=[CH:28][CH:29]=2)=[O:21])[CH:12]=1 |f:0.1,3.4,6.7.8|. Procedure details: In a solution of THF:ethanol (1:1, 100 mL) was placed the crude benzyl 2-(2-methyl-5-nitrophenyl)acetate (2.46 g, 8.62 mmol) and ammonium chloride (4.61 g, 86.2 mmol). To this was added zinc dust (5.64 g, 86.2 mmol) and the resulting slurry was stirred at RT for 4 hrs. The slurry was filtered through Celite and washed with ethanol (2×50 mL). The combined filtrates were evaporated at reduced pressure to give an oily mass. This was dissolved in a mixture of ethyl acetate (75 mL) and brine (75 mL).... Reactants: C1(=CC=CC=C1)C1OC2=C(C(CC1)=O)C=CC=C2 (2-phenyl-2,3,4,5-tetrahydro-1-benzoxepin-5-one), C(CCC)ON=O.[Na] (sodium butylnitrite), [Cl-].[Na+] (sodium chloride). Solvent: O1CCCC1 (tetrahydrofuran), C(C)OCC (ethyl ether), Cl (hydrogen chloride). Conditions: temperature -20 celsius, time 2 day. The product is ON=C1CC(OC2=C(C1=O)C=CC=C2)C2=CC=CC=C2 (4-hydroxyimino-2-phenyl-2,3,4,5-tetrahydro-1-benzoxepin-5-one). Yield: 90.8%. As a reaction SMILES: [C:1]1([CH:7]2[CH2:13][CH2:12][C:11](=[O:14])[C:10]3[CH:15]=[CH:16][CH:17]=[CH:18][C:9]=3[O:8]2)[CH:6]=[CH:5][CH:4]=[CH:3][CH:2]=1.C([O:23][N:24]=O)CCC.[Na].[Cl-].[Na+]>O1CCCC1.C(OCC)C.Cl>[OH:23][N:24]=[C:12]1[C:11](=[O:14])[C:10]2[CH:15]=[CH:16][CH:17]=[CH:18][C:9]=2[O:8][CH:7]([C:1]2[CH:2]=[CH:3][CH:4]=[CH:5][CH:6]=2)[CH2:13]1 |f:1.2,3.4,^1:25|. Procedure details: 5.36 g (22.5 m moles) of 2-phenyl-2,3,4,5-tetrahydro-1-benzoxepin-5-one (compound R1 of Reference Example 1) was dissolved in a mixture of 130 ml of tetrahydrofuran and 230 ml of ethyl ether, and 13.4 ml of hydrogen chloride-saturated ethyl ether was added to the solution, which was then cooled to -20° C. 5.79 ml (49.5 m moles) of sodium butylnitrite was added dropwise to the solution, and the reaction mixture was allowed to stand at -15° C. to -20° C. for two days. A saturated sodium chloride a... The reactants are OCN(N=NC=1C=C2C(=NC=NC2=CC1)NC1=CC(=CC=C1)Cl)C (6-(3-Hydroxymethyl-3-methyl-triazenyl)-4-(3′-chlorophenyl-amino)quinazoline), C(C)(=O)OC(C)=O (acetic anhydride). The solvent is N1=CC=CC=C1 (pyridine). Conditions: time 1.5 hour. Yields the product C(C)(=O)OCN(N=NC=1C=C2C(=NC=NC2=CC1)NC1=CC(=CC=C1)Cl)C (6-(3-Acetoxymethyl-3-methyl-triazenyl)-4-(3′-chlorophenyl-amino)quinazoline), residue. Isolated yield 95.0%. Reaction SMILES: [OH:1][CH2:2][N:3]([CH3:24])[N:4]=[N:5][C:6]1[CH:7]=[C:8]2[C:13](=[CH:14][CH:15]=1)[N:12]=[CH:11][N:10]=[C:9]2[NH:16][C:17]1[CH:22]=[CH:21][CH:20]=[C:19]([Cl:23])[CH:18]=1.[C:25](OC(=O)C)(=[O:27])[CH3:26]>N1C=CC=CC=1>[C:25]([O:1][CH2:2][N:3]([CH3:24])[N:4]=[N:5][C:6]1[CH:7]=[C:8]2[C:13](=[CH:14][CH:15]=1)[N:12]=[CH:11][N:10]=[C:9]2[NH:16][C:17]1[CH:22]=[CH:21][CH:20]=[C:19]([Cl:23])[CH:18]=1)(=[O:27])[CH3:26]. Procedure details: To a solution of 4-(3′-chlorophenyl-amino)-6-aminoquinazoline (100 mg, 0.318 mmol) in acetonitrile (20 mL) kept at 0° C. in an ice bath, nitrosonium tetrafluoroborate (74.3 mg, 0.637 mmol) was added dropwise. The solution was stirred for 20 min and 0.9 mL of a mixture of methylamine 40% (0.075 mL, 0.954 mmol), formaldehyde 37% (0.75 mL, 9.54 mmol), and concentrated HCl (0.1 mL) was added all at once. The diazonium solution was subsequently alkalinized with potassium carbonate (400 mg, 2.86 mmol)... Reactants: FC(C(=O)OC1=C(C(=C(C(=C1F)F)F)F)F)(F)F (Pentafluorophenyl trifluoroacetate), N1(C=NC=C1)CC=CC=1C=CC(=C(C(=O)O)C1)CCC1=CC=C(C=C1)F (5-[3-(imidazol-1-yl)prop-1-en-1-yl]-2-(4-fluorophenethyl)benzoic acid), N1=CC=CC=C1 (pyridine). The solvent is CN(C)C=O (DMF). Conditions: time 8 hour. The product is N1(C=NC=C1)C/C=C/C=1C=CC(=C(C(=O)OC2=C(C(=C(C(=C2F)F)F)F)F)C1)CCC1=CC=C(C=C1)F (pentafluorophenyl 5-[(E)-3-(imidazol-1-yl)prop-1-en-1-yl]-2-(4-fluorophenethyl)benzoate), N1(C=NC=C1)C\C=C/C=1C=CC(=C(C(=O)OC2=C(C(=C(C(=C2F)F)F)F)F)C1)CCC1=CC=C(C=C1)F (pentafluorophenyl 5-[(Z)-3-(imidazol-1-yl)prop-1-en-1-yl]-2-(4-fluorophenethyl)benzoate). Reaction SMILES: F[C:2](F)(F)[C:3]([O:5][C:6]1[C:11]([F:12])=[C:10]([F:13])[C:9]([F:14])=[C:8]([F:15])[C:7]=1[F:16])=[O:4].[N:19]1([CH2:24][CH:25]=[CH:26][C:27]2[CH:28]=[CH:29][C:30]([CH2:36][CH2:37][C:38]3[CH:43]=[CH:42][C:41]([F:44])=[CH:40][CH:39]=3)=[C:31]([CH:35]=2)[C:32]([OH:34])=[O:33])[CH:23]=[CH:22][N:21]=[CH:20]1.N1C=CC=CC=1>CN(C=O)C>[N:19]1([CH2:24]/[CH:25]=[CH:26]/[C:27]2[CH:35]=[CH:31][C:30]([CH2:36][CH2:37][C:38]3[CH:43]=[CH:42][C:41]([F:44])=[CH:40][CH:39]=3)=[C:2]([CH:28]=2)[C:3]([O:5][C:6]2[C:11]([F:12])=[C:10]([F:13])[C:9]([F:14])=[C:8]([F:15])[C:7]=2[F:16])=[O:4])[CH:23]=[CH:22][N:21]=[CH:20]1.[N:19]1([CH2:24]/[CH:25]=[CH:26]\[C:27]2[CH:28]=[CH:29][C:30]([CH2:36][CH2:37][C:38]3[CH:43]=[CH:42][C:41]([F:44])=[CH:40][CH:39]=3)=[C:31]([CH:35]=2)[C:32]([O:34][C:6]2[C:7]([F:16])=[C:8]([F:15])[C:9]([F:14])=[C:10]([F:13])[C:11]=2[F:12])=[O:33])[CH:23]=[CH:22][N:21]=[CH:20]1. Procedure: Pentafluorophenyl trifluoroacetate (1.47 ml; 8.6 mmol) was added to a solution of 5-[3-(imidazol-1-yl)prop-1-en-1-yl]-2-(4-fluorophenethyl)benzoic acid (2.5 g, 7.14 mmol) and pyridine (0.7 ml; 8.6 mmol) in DMF (7 ml). After stirring at ambient temperature overnight, the mixture was evaporated to dryness and the residue extracted with ethyl acetate, washed with saturated sodium hydrogen carbonate solution and saturated brine. After evaporation the reaction mixture was purified by flash chromatogr... Starting materials: ClCCCCC(=O)C1=CC(=CC=C1)[N+](=O)[O-] (5-chloro-1-(3-nitrophenyl)-1-pentanone), N1CCC(CC1)C=1C=C(C=CC1)NC(CC)=O (N-[3-(4-piperidinyl)phenyl]propanamide). Yields the product [N+](=O)([O-])C=1C=C(C=CC1)C(CCCCN1CCC(CC1)C=1C=C(C=CC1)NC(CC)=O)=O (N-(3-{1-[5-(3-NITROPHENYL)-5-OXOPENTYL]-4-PIPERIDINYL}PHENYL)PROPANAMIDE). Reaction SMILES: Cl[CH2:2][CH2:3][CH2:4][CH2:5][C:6]([C:8]1[CH:13]=[CH:12][CH:11]=[C:10]([N+:14]([O-:16])=[O:15])[CH:9]=1)=[O:7].[NH:17]1[CH2:22][CH2:21][CH:20]([C:23]2[CH:24]=[C:25]([NH:29][C:30](=[O:33])[CH2:31][CH3:32])[CH:26]=[CH:27][CH:28]=2)[CH2:19][CH2:18]1>>[N+:14]([C:10]1[CH:9]=[C:8]([C:6](=[O:7])[CH2:5][CH2:4][CH2:3][CH2:2][N:17]2[CH2:22][CH2:21][CH:20]([C:23]3[CH:24]=[C:25]([NH:29][C:30](=[O:33])[CH2:31][CH3:32])[CH:26]=[CH:27][CH:28]=3)[CH2:19][CH2:18]2)[CH:13]=[CH:12][CH:11]=1)([O-:16])=[O:15]. Procedure details: Prepared by Procedure K and Scheme B1 using 5-chloro-1-(3-nitrophenyl)-1-pentanone and N-[3-(4-piperidinyl)phenyl]propanamide: ESMS m/e: 438.2 (M+H)+.